This data is from the Open Reaction Database (ORD), a public repository of structured organic reaction records. The task is: describe an organic reaction: reactants, conditions, products, and yield Reactants: C(C)OC(C1=CC=C(C=C1)N1C(C(CC1)CC1=C(C=CC=C1)N1CCN(CC1)C)=O)=O (4-{3-[2-(4-methyl-piperazin-1-yl)-benzyl]-2-oxo-pyrrolidin-1yl}-benzoic acid ethyl ester), CO (methanol), C[Al](C)C (Trimethyl aluminum), N1CCOCC1 (morpholine). The solvent is ClCCCl (1,2-dichloroethane), ClCCCl (1,2-dichloroethane). Conditions: temperature 23 celsius, time 30 minute. Product: CN1CCN(CC1)C1=C(CC2C(N(CC2)C2=CC=C(C=C2)C(=O)N2CCOCC2)=O)C=CC=C1 (2-(4-Methyl-piperazin-1-yl)-benzyl-1-[4-(morpholine-4-carbonyl)-phenyl]-pyrrolidin-2-one). Isolated yield 96.1%. RXN SMILES: C[Al](C)C.[NH:5]1[CH2:10][CH2:9][O:8][CH2:7][CH2:6]1.C([O:13][C:14](=O)[C:15]1[CH:20]=[CH:19][C:18]([N:21]2[CH2:25][CH2:24][CH:23]([CH2:26][C:27]3[CH:32]=[CH:31][CH:30]=[CH:29][C:28]=3[N:33]3[CH2:38][CH2:37][N:36]([CH3:39])[CH2:35][CH2:34]3)[C:22]2=[O:40])=[CH:17][CH:16]=1)C.CO>ClCCCl>[CH3:39][N:36]1[CH2:37][CH2:38][N:33]([C:28]2[CH:29]=[CH:30][CH:31]=[CH:32][C:27]=2[CH2:26][CH:23]2[CH2:24][CH2:25][N:21]([C:18]3[CH:19]=[CH:20][C:15]([C:14]([N:5]4[CH2:10][CH2:9][O:8][CH2:7][CH2:6]4)=[O:13])=[CH:16][CH:17]=3)[C:22]2=[O:40])[CH2:34][CH2:35]1. Procedure details: Trimethyl aluminum (2 M in toluene, 700 uL, 1.4 mmol) was added dropwise to a solution of morpholine (124 uL, 1.4 mmol) in 1,2-dichloroethane (4 mL) at 0° C. Upon completion of addition, the cold bath was removed and the solution was stirred 30 minutes at 23° C. A solution of 4-{3-[2-(4-methyl-piperazin-1-yl)-benzyl]-2-oxo-pyrrolidin-1yl}-benzoic acid ethyl ester (Example 2, 150 mg, 0.36 mmol) in 1,2-dichloroethane (2 mL) was then added and the solution was heated at 70° C. for ca. 18 hours. The... The reactants are CO (methanol), COC1=CC(=C(C=O)C=C1)[N+](=O)[O-] (4-methoxy-2-nitrobenzaldehyde), C(CC(=O)OC)(=O)OC (dimethyl malonate), N1CCCCC1 (piperidine). Solvent: C(C)(=O)O (acetic acid). Product: COC1=CC(=C(C=C1)C=C(C(=O)OC)C(=O)OC)[N+](=O)[O-] (Dimethyl (4-methoxy-2-nitrophenyl)methylidenemalonate). The yield is 72.0%. RXN SMILES: CO.[CH3:3][O:4][C:5]1[CH:12]=[CH:11][C:8]([CH:9]=O)=[C:7]([N+:13]([O-:15])=[O:14])[CH:6]=1.[C:16]([O:23][CH3:24])(=[O:22])[CH2:17][C:18]([O:20][CH3:21])=[O:19].N1CCCCC1>C(O)(=O)C>[CH3:3][O:4][C:5]1[CH:12]=[CH:11][C:8]([CH:9]=[C:17]([C:16]([O:23][CH3:24])=[O:22])[C:18]([O:20][CH3:21])=[O:19])=[C:7]([N+:13]([O-:15])=[O:14])[CH:6]=1. Reported procedure: A methanol (125 ml) solution of 4-methoxy-2-nitrobenzaldehyde (21.3 g, described in Org. Synth., volume V, p-139, 1973), dimethyl malonate (16.5 g), piperidine (2.5 ml) and acetic acid (0.25 ml) was heated under reflux for 24 hours. The reaction mixture was concentrated, to which was added 1N hydrochloride, and the mixture was extracted with ethyl acetate. The organic layer was washed with 10% aqueous potassium carbonate solution and a saturated aqueous sodium chloride solution, then dried and c... Starting materials: N1C=CC2=CC=C(C=C12)C(CC(=O)NC)C1=CNC2=CC=CC=C12 (3-(1H-indol-6-yl)-3-(1H-indol-3-yl)-N-methyl-propionamide), N1C=CC2=CC=CC(=C12)C(CCNC)C1=CC=CC=C1 ([3-(1H-Indol-7-yl)-3-phenyl-propyl]-methyl-amine). The product is N1C=CC2=CC=C(C=C12)C(CCNC)C1=CNC2=CC=CC=C12 ([3-(1H-Indol-6-yl)-3-(1H-indol-3-yl)-propyl]-methyl-amine). The yield is 62.0%. Reaction SMILES: [NH:1]1[C:9]2[C:4](=[CH:5][CH:6]=[C:7]([CH:10]([C:16]3[C:24]4[C:19](=[CH:20][CH:21]=[CH:22][CH:23]=4)[NH:18][CH:17]=3)[CH2:11][C:12]([NH:14][CH3:15])=O)[CH:8]=2)[CH:3]=[CH:2]1.N1C2C(=CC=CC=2C(C2C=CC=CC=2)CCNC)C=C1>>[NH:1]1[C:9]2[C:4](=[CH:5][CH:6]=[C:7]([CH:10]([C:16]3[C:24]4[C:19](=[CH:20][CH:21]=[CH:22][CH:23]=4)[NH:18][CH:17]=3)[CH2:11][CH2:12][NH:14][CH3:15])[CH:8]=2)[CH:3]=[CH:2]1. Procedure: The [3-(1H-Indol-6-yl)-3-(1H-indol-3-yl)-propyl]-methyl-amine XXIX (52 mg, 62%) was prepared from 3-(1H-indol-6-yl)-3-(1H-indol-3-yl)-N-methyl-propionamide using the procedure described for [3-(1H-Indol-7-yl)-3-phenyl-propyl]-methyl-amine XX (see Example 4). MS (M+H)=304. Reactants: C[C@]1([C@H](CCC1)NC(=O)C1=NC=CC=C1N1N=CC=N1)NC1=NC=C(N=C1)C(F)(F)F (N-[(1S,2S)-2-Methyl-2-{[5-(trifluoromethyl)pyrazin-2-yl]amino}cyclopentyl]-3-(2H-1,2,3-triazol-2-yl)pyridine-2-carboxamide), N1(N=CC=C1)C=1C(=NC=CC1)C(=O)O (3-(1H-pyrazol-1-yl)pyridine-2-carboxylic acid), C[C@]1([C@H](CCC1)N)NC1=NC=C(N=C1)C(F)(F)F ((1S,2S)-1-methyl-1-N-[5-(trifluoromethyl)pyrazin-2-yl]cyclopentane-1,2-diamine), C[C@]1([C@H](CCC1)N)NC1=NC=C(N=C1)C(F)(F)F ((1S,2S)-1-methyl-1-N-[5-(trifluoromethyl)pyrazin-2-yl]cyclopentane-1,2-diamine). The product is C[C@]1([C@H](CCC1)NC(=O)C1=NC=CC=C1N1N=CC=C1)NC1=NC=C(N=C1)C(F)(F)F (N-[(1S,2S)-2-Methyl-2-{[5-(trifluoromethyl)pyrazin-2-yl]amino}cyclopentyl]-3-(1H-pyrazol-1-yl)pyridine-2-carboxamide). Reaction SMILES: [CH3:1][C@:2]1([NH:21][C:22]2[CH:27]=[N:26][C:25]([C:28]([F:31])([F:30])[F:29])=[CH:24][N:23]=2)[CH2:6][CH2:5][CH2:4][C@@H:3]1[NH:7][C:8]([C:10]1[C:15]([N:16]2N=[CH:19][CH:18]=[N:17]2)=[CH:14][CH:13]=[CH:12][N:11]=1)=[O:9].[CH3:32][C@]1(NC2C=NC(C(F)(F)F)=CN=2)CCC[C@@H]1N.N1(C2C(C(O)=O)=NC=CC=2)C=CC=N1>>[CH3:1][C@:2]1([NH:21][C:22]2[CH:27]=[N:26][C:25]([C:28]([F:29])([F:30])[F:31])=[CH:24][N:23]=2)[CH2:6][CH2:5][CH2:4][C@@H:3]1[NH:7][C:8]([C:10]1[C:15]([N:16]2[CH:32]=[CH:19][CH:18]=[N:17]2)=[CH:14][CH:13]=[CH:12][N:11]=1)=[O:9]. Procedure details: Prepared according to the procedure for N-[(1S,2S)-2-methyl-2-{[5-(trifluoromethyl)pyrazin-2-yl]amino}cyclopentyl]-3-(2H-1,2,3-triazol-2-yl)pyridine-2-carboxamide (Example 77) from (1S,2S)-1-methyl-1-N-[5-(trifluoromethyl)pyrazin-2-yl]cyclopentane-1,2-diamine (Intermediate 25; 80 mg, 0.31 mmol) and 3-(1H-pyrazol-1-yl)pyridine-2-carboxylic acid (CAS number 1521232-19-8; 70 mg, 0.37 mmol) except this was purified by column chromatography (silica, 50-100% ethyl acetate/petrol then 0-10% methanol/et... Reactants: N1=CC=CC=2C(=CC=CC12)C(=O)O (quinoline-5-carboxylic acid), CCN(C(C)C)C(C)C (DIPEA), C=1C=CC(=CC1)P(=O)(C=2C=CC=CC2)N=[N+]=[N-] (DPPA), Cl.FC(C1=CC=C(C=C1)[C@H](N)C1=NC=CC=C1C(F)(F)F)(F)F ((S)-(4-(Trifluoromethyl)phenyl)(3-(trifluoromethyl)pyridin-2-yl)methanamine hydrochloride), Cl.FC(C1=CC=C(C=C1)[C@H](N)C1=NC=CC=C1C(F)(F)F)(F)F ((S)-(4-(Trifluoromethyl)phenyl)(3-(trifluoromethyl)pyridin-2-yl)methanamine hydrochloride). The solvent is O1CCOCC1 (1,4-dioxane). Conditions: temperature 85 celsius. Product: N1=CC=CC2=C(C=CC=C12)NC(=O)N[C@H](C1=NC=CC=C1C(F)(F)F)C1=CC=C(C=C1)C(F)(F)F ((S)-1-(Quinolin-5-yl)-3-((4-(trifluoromethyl)phenyl)(3-(trifluoromethyl)pyridin-2-yl)methyl)urea). As a reaction SMILES: [N:1]1[C:10]2[CH:9]=[CH:8][CH:7]=[C:6](C(O)=O)[C:5]=2[CH:4]=[CH:3][CH:2]=1.CC[N:16]([CH:20](C)C)C(C)C.C1C=CC(P(N=[N+]=[N-])(C2C=CC=CC=2)=[O:30])=CC=1.Cl.[F:41][C:42]([F:62])([F:61])[C:43]1[CH:48]=[CH:47][C:46]([C@@H:49]([C:51]2[C:56]([C:57]([F:60])([F:59])[F:58])=[CH:55][CH:54]=[CH:53][N:52]=2)[NH2:50])=[CH:45][CH:44]=1>O1CCOCC1>[N:1]1[C:10]2[C:5](=[C:6]([NH:16][C:20]([NH:50][C@@H:49]([C:46]3[CH:45]=[CH:44][C:43]([C:42]([F:61])([F:41])[F:62])=[CH:48][CH:47]=3)[C:51]3[C:56]([C:57]([F:60])([F:58])[F:59])=[CH:55][CH:54]=[CH:53][N:52]=3)=[O:30])[CH:7]=[CH:8][CH:9]=2)[CH:4]=[CH:3][CH:2]=1 |f:3.4|. Procedure details: A mixture of quinoline-5-carboxylic acid (0.054 g, 0.312 mmol), DIPEA (0.054 mL, 0.312 mmol), and DPPA (0.067 mL, 0.312 mmol) in 1,4-dioxane (2 mL) was stirred at rt for 1 h. (S)-(4-(Trifluoromethyl)phenyl)(3-(trifluoromethyl)pyridin-2-yl)methanamine hydrochloride (Intermediate 1) (0.100 g, 0.312 mmol) was added, and the resulting mixture was heated at 85° C. for 24 h. The reaction mixture was cooled, concentrated, and purified by ISCO (Silica gel, 0-75% EtOAc/hexanes) to give the title compound... The reactants are BrC1(C(C2=CC=C(C=C2CC1C)C)=O)Br (2,2-dibromo-3,6-dimethyl-3,4-dihydronaphthalen-1(2H)-one), N1(CCCCCC=NCCC1)C1CCCCCCCCCC1 (1,8-Diazabicycloundec-7-ene). The solvent is CC#N (MeCN), CC#N (MeCN). Yields the product BrC1=C(C2=CC=C(C=C2C=C1C)C)O (2-bromo-3,6-dimethylnaphthalen-1-ol). Reaction SMILES: [Br:1][C:2]1(Br)[CH:11]([CH3:12])[CH2:10][C:9]2[C:4](=[CH:5][CH:6]=[C:7]([CH3:13])[CH:8]=2)[C:3]1=[O:14].N1(C2CCCCCCCCCC2)CCCN=CCCCCC1>CC#N>[Br:1][C:2]1[C:11]([CH3:12])=[CH:10][C:9]2[C:4](=[CH:5][CH:6]=[C:7]([CH3:13])[CH:8]=2)[C:3]=1[OH:14]. Reported procedure: A solution of 2,2-dibromo-3,6-dimethyl-3,4-dihydronaphthalen-1(2H)-one (61.2 g, 184 mmol) in MeCN (1.5 L) was cooled to −40° C. internal temperature using a dry ice/acetone bath. 1,8-Diazabicycloundec-7-ene (41.6 mL, 279 mmol) was added as a solution in MeCN (150 mL) and the reaction was allowed to warm to room temperature overnight. The majority of the reaction solvent was removed in vacuo and the residue taken up in EtOAc (1 L) and washed with 0.5 M HCl (1 L). The resulting aqueous layer was e... Reactants: O=C(n1ccnc1)n1ccnc1, C1CCOC1, COc1c(Cl)ccc(-c2cc(N)c(Cl)c(C(=O)O)n2)c1F, NOC1CCCCO1. The product is COc1c(Cl)ccc(-c2cc(N)c(Cl)c(C(=O)NOC3CCCCO3)n2)c1F. Reaction SMILES: [C:1]([n:2]1[cH:3][cH:4][n:5][cH:6]1)([n:7]1[cH:8][cH:9][n:10][cH:11]1)=[O:12].[CH2:42]1[O:43][CH2:44][CH2:45][CH2:46]1.[NH2:13][c:14]1[c:15]([Cl:33])[c:16]([C:30](=[O:31])[OH:32])[n:17][c:18](-[c:20]2[c:21]([F:29])[c:22]([O:27][CH3:28])[c:23]([Cl:26])[cH:24][cH:25]2)[cH:19]1.[O:34]1[CH:35]([O:40][NH2:41])[CH2:36][CH2:37][CH2:38][CH2:39]1>>[NH2:13][c:14]1[c:15]([Cl:33])[c:16]([C:30](=[O:32])[NH:41][O:40][CH:35]2[O:34][CH2:39][CH2:38][CH2:37][CH2:36]2)[n:17][c:18](-[c:20]2[c:21]([F:29])[c:22]([O:27][CH3:28])[c:23]([Cl:26])[cH:24][cH:25]2)[cH:19]1.